Dataset: the Open Reaction Database (ORD), a public repository of structured organic reaction records. Task: describe an organic reaction: reactants, conditions, products, and yield Reactants: NS(=O)(=O)C=1C=C(C=CC1)C=1C=C2CC[C@H](OC2=CC1)CN(C(OC(C)(C)C)=O)C[C@@H](C=1C=NC=CC1)O[Si](C)(C)C(C)(C)C (tert-Butyl {(2S)-6-[3-(aminosulfonyl)phenyl]-3,4-dihydro-2H-chromen-2-yl}methyl[(2R)-2-{[tert-butyl(dimethyl)silyl]oxy}-2-(3-pyridinyl)ethyl]carbamate), COCC(=O)O (methoxyacetic acid), CCN=C=NCCCN(C)C (EDCI). The reagents and catalysts are CN(C)C=1C=CN=CC1 (DMAP). Run in C(Cl)Cl (CH2Cl2). Yields the product [Si](C)(C)(C(C)(C)C)O[C@@H](CN(C(OC(C)(C)C)=O)C[C@H]1OC2=CC=C(C=C2CC1)C1=CC(=CC=C1)S(=O)(=O)NC(COC)=O)C=1C=NC=CC1 (Tert-Butyl (2R)-2-{[tert-butyl(dimethyl)silyl]oxy}-2-(3-pyridinyl)ethyl{[(2S)-6-(3-{[(methoxyacetyl)amino}sulfonyl]phenyl)-3,4-dihydro-2H-chromen-2-yl]methyl}carbamate). As a reaction SMILES: [NH2:1][S:2]([C:5]1[CH:6]=[C:7]([C:11]2[CH:12]=[C:13]3[C:18](=[CH:19][CH:20]=2)[O:17][C@H:16]([CH2:21][N:22]([CH2:30][C@H:31]([O:38][Si:39]([C:42]([CH3:45])([CH3:44])[CH3:43])([CH3:41])[CH3:40])[C:32]2[CH:33]=[N:34][CH:35]=[CH:36][CH:37]=2)[C:23](=[O:29])[O:24][C:25]([CH3:28])([CH3:27])[CH3:26])[CH2:15][CH2:14]3)[CH:8]=[CH:9][CH:10]=1)(=[O:4])=[O:3].[CH3:46][O:47][CH2:48][C:49](O)=[O:50].CCN=C=NCCCN(C)C>CN(C1C=CN=CC=1)C.C(Cl)Cl>[Si:39]([O:38][C@H:31]([C:32]1[CH:33]=[N:34][CH:35]=[CH:36][CH:37]=1)[CH2:30][N:22]([CH2:21][C@@H:16]1[CH2:15][CH2:14][C:13]2[C:18](=[CH:19][CH:20]=[C:11]([C:7]3[CH:8]=[CH:9][CH:10]=[C:5]([S:2]([NH:1][C:49](=[O:50])[CH2:48][O:47][CH3:46])(=[O:4])=[O:3])[CH:6]=3)[CH:12]=2)[O:17]1)[C:23](=[O:29])[O:24][C:25]([CH3:26])([CH3:27])[CH3:28])([C:42]([CH3:45])([CH3:44])[CH3:43])([CH3:40])[CH3:41]. Procedure details: A solution of the compound of Example 281 (60 mg, 0.091 mmol), methoxyacetic acid (13 mg, 0.13 mmol), EDCI (26 mg, 0.14 mmol), and DMAP (11 mg, 0.091 mmol) in CH2Cl2 (1.5 mL) was stirred at room temperature overnight. The reaction mixture was concentrated down and the crude product was purified by preparative TLC plate with CH2Cl2:MeOH:NH4OH (90:15:2) to obtain (60 mg). ESLC-MS: m/z=725 (MH+); 1H NMR (MeOH-d4): 8.566˜8.439 (m, 2H), 8.077 (s, 1H), 7.889˜7.780 (m, 1H), 7.675 (m, 1H), 7.453 (m, 2H)... Starting materials: FC(C(=O)OC(C(F)(F)F)=O)(F)F (Trifluoroacetic anhydride), O (water), OO (hydrogen peroxide), NC1=NN(C=C1C#N)C1=C(C=C(C=C1Cl)C(F)(F)F)Cl (3-amino-1-(2,6-dichloro-4-trifluoromethylphenyl)-4-cyanopyrazole). Run in ClCCl (dichloromethane), ClCCl (dichloromethane). Run at temperature 20 celsius. The product is ClC1=C(C(=CC(=C1)C(F)(F)F)Cl)N1N=C(C(=C1)C#N)[N+](=O)[O-] (1-(2,6-dichloro-4-trifluoromethylphenyl)-4-cyano-3-nitropyrazole). RXN SMILES: FC(F)(F)C(OC(=O)C(F)(F)F)=[O:4].OO.[NH2:16][C:17]1[C:21]([C:22]#[N:23])=[CH:20][N:19]([C:24]2[C:29]([Cl:30])=[CH:28][C:27]([C:31]([F:34])([F:33])[F:32])=[CH:26][C:25]=2[Cl:35])[N:18]=1.[OH2:36]>ClCCl>[Cl:30][C:29]1[CH:28]=[C:27]([C:31]([F:34])([F:32])[F:33])[CH:26]=[C:25]([Cl:35])[C:24]=1[N:19]1[CH:20]=[C:21]([C:22]#[N:23])[C:17]([N+:16]([O-:4])=[O:36])=[N:18]1. Reported procedure: Trifluoroacetic anhydride (3.5 ml) was added dropwise to a stiffed mixture of 85% w/v hydrogen peroxide solution (0.56 ml) in dichloromethane (15 ml) maintaining at 0°-10° C. After warming to 20° C. during 5 minutes, a solution of 3-amino-1-(2,6-dichloro-4-trifluoromethylphenyl)-4-cyanopyrazole (1.0 g; hereinafter described in Reference Example 33) in dichloromethane (10 ml) was added dropwise over 5 minutes. A temperature rise of 10° C. was observed during the addition, and the mixture heated u...